This data is from the Open Reaction Database (ORD), a public repository of structured organic reaction records. The task is: describe an organic reaction: reactants, conditions, products, and yield The reactants are CC(C)(C)C(=O)Nc1ccncc1, [Li]CCCC, CON(C)C(=O)c1ccc(F)cc1, C1CCOC1, O. The product is CC(C)(C)C(=O)Nc1ccncc1C(=O)c1ccc(F)cc1. Reaction SMILES: [C:1]([C:2]([CH3:3])([CH3:4])[CH3:5])(=[O:6])[NH:7][c:8]1[cH:9][cH:10][n:11][cH:12][cH:13]1.[CH2:14]([Li:15])[CH2:16][CH2:17][CH3:18].[CH3:19][O:20][N:21]([C:22]([c:23]1[cH:24][cH:25][c:26]([F:29])[cH:27][cH:28]1)=[O:30])[CH3:31].[O:33]1[CH2:34][CH2:35][CH2:36][CH2:37]1.[OH2:32]>>[C:1]([C:2]([CH3:3])([CH3:4])[CH3:5])(=[O:6])[NH:7][c:8]1[cH:9][cH:10][n:11][cH:12][c:13]1[C:22]([c:23]1[cH:24][cH:25][c:26]([F:29])[cH:27][cH:28]1)=[O:30]. The reactants are COC1=CC=C2CCCC(C2=C1)=O (7-methoxy-1-tetralone), FC(C(=O)OCC)(F)F (ethyl trifluoroacetate), [H-].[Na+] (sodium hydride), O1CCCC1 (tetrahydrofuran). Solvent: C(C)(=O)O (acetic acid). The product is COC1=CC=C2CCC(C(C2=C1)=O)C(C(F)(F)F)=O (7-methoxy-2-(2,2,2-trifluoracetyl)-1-tetralone). RXN SMILES: [CH3:1][O:2][C:3]1[CH:12]=[C:11]2[C:6]([CH2:7][CH2:8][CH2:9][C:10]2=[O:13])=[CH:5][CH:4]=1.[F:14][C:15]([F:22])([F:21])[C:16](OCC)=[O:17].[H-].[Na+].O1CCCC1>C(O)(=O)C>[CH3:1][O:2][C:3]1[CH:12]=[C:11]2[C:6]([CH2:7][CH2:8][CH:9]([C:16](=[O:17])[C:15]([F:22])([F:21])[F:14])[C:10]2=[O:13])=[CH:5][CH:4]=1 |f:2.3|. Reported procedure: A mixture of 7-methoxy-1-tetralone (7.8 g), ethyl trifluoroacetate (6 ml), sodium hydride (80% dispersion in mineral oil, 1.8 g) and tetrahydrofuran (75 ml) was stirred under reflux for 2 h under an atmosphere of argon. The cooled reaction mixture was treated with 20% acetic acid solution (250 ml) and the mixture was extracted twice with ethyl acetate. The extracts were combined, dried and evaporated to dryness under reduced pressure, and the residue was recrystallised from ethanol to give 7-met... The reactants are N1(C=NC=C1)CCOC=1C=C(C=CC1)NC1=NC=CC(=N1)C=1SC=CC1 (N-[3-[2-(1H- imidazol-1-yl)ethoxy]phenyl]-4-(2-thienyl)-2-pyrimidinamine), C(C(O)CC(=O)O)(=O)O (malic acid). Solvent: C(C)O (ethyl alcohol), C(C)O (ethyl alcohol). Yields the product OC(C(=O)O)CC(=O)O.N1(C=NC=C1)CCOC=1C=C(C=CC1)NC1=NC=CC(=N1)C=1SC=CC1 (N-[3-[2-(1H-Imidazol-1-yl)ethoxy]phenyl]-4-(2-thienyl)-2-pyrimidinamine 2-hydroxybutanedioate). RXN SMILES: [N:1]1([CH2:6][CH2:7][O:8][C:9]2[CH:10]=[C:11]([NH:15][C:16]3[N:21]=[C:20]([C:22]4[S:23][CH:24]=[CH:25][CH:26]=4)[CH:19]=[CH:18][N:17]=3)[CH:12]=[CH:13][CH:14]=2)[CH:5]=[CH:4][N:3]=[CH:2]1.[C:27]([OH:35])(=[O:34])[CH:28]([CH2:30][C:31]([OH:33])=[O:32])[OH:29]>C(O)C>[OH:29][CH:28]([CH2:30][C:31]([OH:33])=[O:32])[C:27]([OH:35])=[O:34].[N:1]1([CH2:6][CH2:7][O:8][C:9]2[CH:10]=[C:11]([NH:15][C:16]3[N:21]=[C:20]([C:22]4[S:23][CH:24]=[CH:25][CH:26]=4)[CH:19]=[CH:18][N:17]=3)[CH:12]=[CH:13][CH:14]=2)[CH:5]=[CH:4][N:3]=[CH:2]1 |f:3.4|. Procedure details: To a solution of 1.0 g of N-[3-[2-(1H- imidazol-1-yl)ethoxy]phenyl]-4-(2-thienyl)-2-pyrimidinamine in 10 ml of hot ethyl alcohol is added 5 ml of ethyl alcohol containing 0.37 g of malic acid. Crystals begin to form and the reaction mixture is cooled. The solid is collected by filtration, washed with ethyl alcohol and dried to afford the desired product. The reactants are Cc1ccccc1, CC1(C)CC1C(N)=O, CCC(=O)C(=O)O. The product is CC=C(NC(=O)C1CC1(C)C)C(=O)O. RXN SMILES: [CH3:16][c:17]1[cH:18][cH:19][cH:20][cH:21][cH:22]1.[CH3:8][C:9]1([CH3:15])[CH:10]([C:12](=[O:13])[NH2:14])[CH2:11]1.[O:1]=[C:2]([C:3](=[O:4])[OH:5])[CH2:6][CH3:7]>>[C:2]([C:3](=[O:4])[OH:5])(=[CH:6][CH3:7])[NH:14][C:12]([CH:10]1[C:9]([CH3:8])([CH3:15])[CH2:11]1)=[O:13]. The reactants are [N+](=O)([O-])C=1C=C(C=O)C=CC1 (3-nitrobenzaldehyde), C(CC(=O)O)(=O)O (malonic acid), C(C)(=O)[O-].[NH4+] (ammonium acetate). The solvent is C(C)O (ethanol). Run at time 8 hour. Yields the product NC(CC(=O)O)C1=CC(=CC=C1)[N+](=O)[O-] (3-amino-3-(3-nitrophenyl)propionic acid). RXN SMILES: [N+:1]([C:4]1[CH:5]=[C:6]([CH:9]=[CH:10][CH:11]=1)[CH:7]=O)([O-:3])=[O:2].[C:12]([OH:18])(=[O:17])[CH2:13]C(O)=O.C([O-])(=O)C.[NH4+:23]>C(O)C>[NH2:23][CH:7]([C:6]1[CH:9]=[CH:10][CH:11]=[C:4]([N+:1]([O-:3])=[O:2])[CH:5]=1)[CH2:13][C:12]([OH:18])=[O:17] |f:2.3|. Procedure details: 0.06 mmol of 3-nitrobenzaldehyde, 5.72 g of malonic acid, 8.5 g of ammonium acetate and 40 ml of ethanol are boiled under reflux for 8 hours and stirred at room temperature overnight. The cooled reaction mixture is then filtered with suction, washed with ethanol and ether and dried in air. 3-amino-3-(3-nitrophenyl)propionic acid is obtained. Subsequent N-acylation with phenylacetyl chloride under standard conditions produces 3-(3-nitrophenyl)-3-phenylacetyl-aminopropionic acid. This racemate is ... The reactants are ClC1=C(C=NC=C1)S(=O)(=O)N1CCN(CC1)C1=CC=C(C=C1)C(C(F)(F)F)(C(F)(F)F)O (2-(4-(4-((4-chloro-3-pyridinyl)sulfonyl)-1-piperazinyl)phenyl)-1,1,1,3,3,3-hexafluoro-2-propanol), [OH-].[NH4+] (ammonium hydroxide). Solvent: C(C)O (ethanol). Run at temperature 110 celsius, time 5 minute. Product: NC1=C(C=NC=C1)S(=O)(=O)N1CCN(CC1)C1=CC=C(C=C1)C(C(F)(F)F)(C(F)(F)F)O (2-(4-(4-((4-amino-3-pyridinyl)sulfonyl)-1-piperazinyl)phenyl)-1,1,1,3,3,3-hexafluoro-2-propanol). Yield: 72.3%. RXN SMILES: Cl[C:2]1[CH:7]=[CH:6][N:5]=[CH:4][C:3]=1[S:8]([N:11]1[CH2:16][CH2:15][N:14]([C:17]2[CH:22]=[CH:21][C:20]([C:23]([OH:32])([C:28]([F:31])([F:30])[F:29])[C:24]([F:27])([F:26])[F:25])=[CH:19][CH:18]=2)[CH2:13][CH2:12]1)(=[O:10])=[O:9].[OH-].[NH4+:34]>C(O)C>[NH2:34][C:2]1[CH:7]=[CH:6][N:5]=[CH:4][C:3]=1[S:8]([N:11]1[CH2:16][CH2:15][N:14]([C:17]2[CH:22]=[CH:21][C:20]([C:23]([OH:32])([C:28]([F:31])([F:30])[F:29])[C:24]([F:27])([F:26])[F:25])=[CH:19][CH:18]=2)[CH2:13][CH2:12]1)(=[O:10])=[O:9] |f:1.2|. Reported procedure: To a 2-mL microwave vial was added 2-(4-(4-((4-chloro-3-pyridinyl)sulfonyl)-1-piperazinyl)phenyl)-1,1,1,3,3,3-hexafluoro-2-propanol (90 mg, 0.18 mmol), ethanol (1.5 mL) and aqueous ammonium hydroxide (1.5 mL, 39 mmol). The solution was then heated in the microwave at 110° C. for 2 h and then concentrated. The residue was diluted with saturated aqueous NaHCO3 and DCM. The solution was stirred for 5 min and then transferred onto a phase separation cartridge (Radleys Discovery Technologies) with th...